Dataset: the Open Reaction Database (ORD), a public repository of structured organic reaction records. Task: describe an organic reaction: reactants, conditions, products, and yield Reaction SMILES: [Br:22][c:23]1[cH:24][cH:25][c:26]([C:29]2([C:32]#[N:33])[CH2:30][CH2:31]2)[cH:27][cH:28]1.[C:1]([CH3:2])([CH3:3])([CH3:4])[O:5][C:6](=[O:7])[N:8]1[CH:9]([CH2:13][O:14][c:15]2[cH:16][cH:17][c:18]([OH:21])[cH:19][cH:20]2)[CH2:10][CH2:11][CH2:12]1.[C:34](=[O:35])([O-:36])[O-:37].[CH3:40][N:41]([CH2:42][C:43](=[O:44])[OH:45])[CH3:46].[ClH:47].[Cs+:38].[Cs+:39].[Cu:54][I:55].[O:48]1[CH2:49][CH2:50][O:51][CH2:52][CH2:53]1>>[C:1]([CH3:2])([CH3:3])([CH3:4])[O:5][C:6](=[O:7])[N:8]1[CH:9]([CH2:13][O:14][c:15]2[cH:16][cH:17][c:18]([O:21][c:23]3[cH:24][cH:25][c:26]([C:29]4([C:32]#[N:33])[CH2:30][CH2:31]4)[cH:27][cH:28]3)[cH:19][cH:20]2)[CH2:10][CH2:11][CH2:12]1. Reactants: N#CC1(c2ccc(Br)cc2)CC1, CC(C)(C)OC(=O)N1CCCC1COc1ccc(O)cc1, O=C([O-])[O-], CN(C)CC(=O)O, Cl, [Cs+], [Cs+], [Cu]I, C1COCCO1. Product: CC(C)(C)OC(=O)N1CCCC1COc1ccc(Oc2ccc(C3(C#N)CC3)cc2)cc1.